Dataset: the Open Reaction Database (ORD), a public repository of structured organic reaction records. Task: describe an organic reaction: reactants, conditions, products, and yield The reactants are ClC=1C=C(C=CC1OC(F)(F)F)[C@@H](CC)N[S@](=O)C(C)(C)C ((R)—N—((R)-1-(3-chloro-4-(trifluoromethoxy)phenyl)propyl)-2-methylpropane-2-sulfinamide), C(Cl)Cl (DCM), Cl (HCl), O1CCOCC1 (dioxane). Solvent: CCOCC (Et2O). Reaction conditions: time 30 minute. The product is Cl.ClC=1C=C(C=CC1OC(F)(F)F)[C@@H](CC)N ((R)-1-(3-chloro-4-(trifluoromethoxy)phenyl)propan-1-amine hydrochloride). Yield: 175.9%. As a reaction SMILES: [Cl:1][C:2]1[CH:3]=[C:4]([C@H:13]([NH:16][S@@](C(C)(C)C)=O)[CH2:14][CH3:15])[CH:5]=[CH:6][C:7]=1[O:8][C:9]([F:12])([F:11])[F:10].C(Cl)Cl.Cl.O1CCOCC1>CCOCC>[ClH:1].[Cl:1][C:2]1[CH:3]=[C:4]([C@H:13]([NH2:16])[CH2:14][CH3:15])[CH:5]=[CH:6][C:7]=1[O:8][C:9]([F:11])([F:12])[F:10] |f:5.6|. Procedure: To a solution of 220 (3.5 g, 9.8 mmol) and DCM (10 mL) was added 4N HCl in dioxane (17 mL, 68 mmol) and the reaction stirred for 30 min at RT. Et2O was added, and the reaction stirred for 10 min and filtered, washed with ether and dried to afford 2.5 g (88%) of (R)-1-(3-chloro-4-(trifluoromethoxy)phenyl)propan-1-amine hydrochloride (222) as a white solid. Reactants: [Br-], C1CCOC1, CCCC1CCC(C=Cc2ccc(C3CCC(C=O)CC3)cc2)CC1, CC(C)(C)[O-], C[P+](c1ccccc1)(c1ccccc1)c1ccccc1, [K+]. Product: C=CC1CCC(c2ccc(C=CC3CCC(CCC)CC3)cc2)CC1. As a reaction SMILES: [Br-:32].[CH2:53]1[O:54][CH2:55][CH2:56][CH2:57]1.[CH2:7]([CH2:8][CH3:9])[CH:10]1[CH2:11][CH2:12][CH:13]([CH:16]=[CH:17][c:18]2[cH:19][cH:20][c:21]([CH:24]3[CH2:25][CH2:26][CH:27]([CH:30]=[O:31])[CH2:28][CH2:29]3)[cH:22][cH:23]2)[CH2:14][CH2:15]1.[CH3:1][C:2]([CH3:3])([O-:4])[CH3:5].[CH3:33][P+:34]([c:35]1[cH:36][cH:37][cH:38][cH:39][cH:40]1)([c:41]1[cH:42][cH:43][cH:44][cH:45][cH:46]1)[c:47]1[cH:48][cH:49][cH:50][cH:51][cH:52]1.[K+:6]>>[CH2:1]=[CH:30][CH:27]1[CH2:26][CH2:25][CH:24]([c:21]2[cH:20][cH:19][c:18]([CH:17]=[CH:16][CH:13]3[CH2:12][CH2:11][CH:10]([CH2:7][CH2:8][CH3:9])[CH2:15][CH2:14]3)[cH:23][cH:22]2)[CH2:29][CH2:28]1. Starting materials: C(C1=CC=CC=C1)(C1=CC=CC=C1)(C1=CC=CC=C1)NC=1SC=C(N1)C(C(=O)NC1C2CSC(=C(N2C1=O)C(=O)OC(C)(C)C)SC1=CC=C(C=C1)OC)=NOC (1,1-dimethylethyl 7-[2-(2-tritylaminothiazol-4-yl)-2-methoxy iminoacetamido]-3-(4-methoxyphenylthio)-8-oxo-4-thia-1-azabicyclo[4,2,0]oct-2-ene-2-carboxylate). As a reaction SMILES: C([NH:20][C:21]1[S:22][CH:23]=[C:24]([C:26](=[N:55][O:56][CH3:57])[C:27]([NH:29][CH:30]2[C:37](=[O:38])[N:36]3[CH:31]2[CH2:32][S:33][C:34]([S:46][C:47]2[CH:52]=[CH:51][C:50]([O:53][CH3:54])=[CH:49][CH:48]=2)=[C:35]3[C:39]([O:41][C:42]([CH3:45])([CH3:44])[CH3:43])=[O:40])=[O:28])[N:25]=1)(C1C=CC=CC=1)(C1C=CC=CC=1)C1C=CC=CC=1>C(O)=O>[NH2:20][C:21]1[S:22][CH:23]=[C:24]([C:26](=[N:55][O:56][CH3:57])[C:27]([NH:29][CH:30]2[C:37](=[O:38])[N:36]3[CH:31]2[CH2:32][S:33][C:34]([S:46][C:47]2[CH:48]=[CH:49][C:50]([O:53][CH3:54])=[CH:51][CH:52]=2)=[C:35]3[C:39]([O:41][C:42]([CH3:43])([CH3:44])[CH3:45])=[O:40])=[O:28])[N:25]=1. The yield is 90.4%. The product is NC=1SC=C(N1)C(C(=O)NC1C2CSC(=C(N2C1=O)C(=O)OC(C)(C)C)SC1=CC=C(C=C1)OC)=NOC (racemic 1,1-dimethylethyl 7-[2-(2-aminothiazol-4-yl)-2-methoxyimino-acetamido]-3-(4-methoxyphenylthio)-8-oxo-4-thia-1-azabicyclo[4,2,0]oct-2-ene-2-carboxylate). Run in C(=O)O (formic acid). Reported procedure: 810 mg of the product of Step B dissolved in 10 ml of 66% formic acid were stirred for one hour at ambient temperature and filtered. The filtrate was concentrated to dryness under reduced pressure at less than 30° C. and the residue was dissolved in a mixture of acetonitrile and methanol. The solvents were evaporated and the residue was crystallized from ether to obtain 516 mg of racemic 1,1-dimethylethyl 7-[2-(2-aminothiazol-4-yl)-2-methoxyimino-acetamido]-3-(4-methoxyphenylthio)-8-oxo-4-thia-1... Reaction conditions: time 1 hour. Starting materials: C(C)OCC=1N(C2=C(C=NC=3C=CC=CC23)N1)N=CCC(C)C (N-(2-ethoxymethyl-1H-imidazo[4,5-c]quinolin-1-yl)(3-methylbutylidene)amine), [BH4-].[Na+] (NaBH4). The solvent is CO (methanol). Reaction conditions: time 1 hour. The product is C(C)OCC=1N(C2=C(C=NC=3C=CC=CC23)N1)NCCC(C)C (N-(2-ethoxymethyl-1H-imidazo[4,5-c]quinolin-1-yl)(3-methylbutyl)amine). The yield is 96.1%. RXN SMILES: [CH2:1]([O:3][CH2:4][C:5]1[N:6]([N:18]=[CH:19][CH2:20][CH:21]([CH3:23])[CH3:22])[C:7]2[C:16]3[CH:15]=[CH:14][CH:13]=[CH:12][C:11]=3[N:10]=[CH:9][C:8]=2[N:17]=1)[CH3:2].[BH4-].[Na+]>CO>[CH2:1]([O:3][CH2:4][C:5]1[N:6]([NH:18][CH2:19][CH2:20][CH:21]([CH3:22])[CH3:23])[C:7]2[C:16]3[CH:15]=[CH:14][CH:13]=[CH:12][C:11]=3[N:10]=[CH:9][C:8]=2[N:17]=1)[CH3:2] |f:1.2|. Reported procedure: A solution of N-(2-ethoxymethyl-1H-imidazo[4,5-c]quinolin-1-yl)(3-methylbutylidene)amine (1.28 g, 4.13 mmol) in 25 mL of methanol was treated with NaBH4 (0.47 g, 12.39 mmol). After 1 h, the reaction was quenched with saturated NH4Cl solution and the mixture was concentrated under reduced pressure. The residue was partitioned between CHCl3 and saturated NaHCO3 solution and the phases were separated The organic portion was washed with water and brine, dried over Na2SO4, filtered and concentrated u... The reactants are C[O-].[Na+] (sodium methoxide), [Si](C)(C)(C(C)(C)C)N1C(CC1CCOC(C)=O)=O (N-(t-butyldimethylsilyl)-4-(2-acetoxyethyl)-azetidin-2-one), C(C)(=O)O (Acetic acid). Solvent: CO (methanol), CO (methanol). The product is [Si](C)(C)(C(C)(C)C)N1C(CC1CCO)=O (N-(t-butyldimethylsilyl)-4-(2-hydroxyethyl)-azetidin- 2-one). Yield: 54.9%. As a reaction SMILES: [Si:1]([N:8]1[CH:11]([CH2:12][CH2:13][O:14]C(=O)C)[CH2:10][C:9]1=[O:18])([C:4]([CH3:7])([CH3:6])[CH3:5])([CH3:3])[CH3:2].C[O-].[Na+].C(O)(=O)C>CO>[Si:1]([N:8]1[CH:11]([CH2:12][CH2:13][OH:14])[CH2:10][C:9]1=[O:18])([C:4]([CH3:7])([CH3:6])[CH3:5])([CH3:3])[CH3:2] |f:1.2|. Procedure details: A solution of N-(t-butyldimethylsilyl)-4-(2-acetoxyethyl)-azetidin-2-one (41.7 g, 0.154 mol) in anhydrous methanol (415 ml) is stirred under a N2 atmosphere with ice-bath cooling. A solution of sodium methoxide (415 mg, 7.7 mmol) in anhydrous methanol (15 ml) is added and the resulting solution is stirred in the cold for 2 more hrs. Acetic acid (2.2 ml) is then added and the solvents are evaporated in vacuo (i.v.). The residue is taken up in EtOAc (300 ml), washed with H2O (4×75 ml), 5% NaHCO3 (...